describe an organic reaction: reactants, conditions, products, and yield From a dataset of the Open Reaction Database (ORD), a public repository of structured organic reaction records. Starting materials: ClC(C(=O)O)(Cl)Cl (trichloroacetic acid), Cl (hydrochloric acid), ferric chloride, Cl.COC([C@@H](NS(=O)(=O)C1=CC=C(C)C=C1)CCCNC(N)=N)=O (Nα-tosyl-L-arginine methyl ester hydrochloride), P(=O)([O-])([O-])[O-] (phosphate), NO (hydroxylamine), NO.Cl (NH2OH hydrochloride), [OH-].[Na+] (NaOH). Conditions: time 30 minute. Product: Cl.C(C)OC([C@@H](NS(=O)(=O)C1=CC=C(C)C=C1)CCCNC(N)=N)=O (Nα-tosyl-L-arginine ethyl ester hydrochloride). Reaction SMILES: Cl.[CH3:2][O:3][C:4](=[O:24])[C@H:5]([CH2:17][CH2:18][CH2:19][NH:20][C:21](=[NH:23])[NH2:22])[NH:6][S:7]([C:10]1[CH:16]=[CH:15][C:13]([CH3:14])=[CH:12][CH:11]=1)(=[O:9])=[O:8].P([O-])([O-])([O-])=O.NO.NO.Cl.[OH-].[Na+].[Cl:37][C:38](Cl)(Cl)C(O)=O.Cl>>[ClH:37].[CH2:2]([O:3][C:4](=[O:24])[C@H:5]([CH2:17][CH2:18][CH2:19][NH:20][C:21](=[NH:22])[NH2:23])[NH:6][S:7]([C:10]1[CH:16]=[CH:15][C:13]([CH3:14])=[CH:12][CH:11]=1)(=[O:8])=[O:9])[CH3:38] |f:0.1,4.5,6.7,10.11|. Reported procedure: To 0.1 ml of thrombin were added 0.3 ml of Nα-tosyl-L-arginine methyl ester hydrochloride solution (10 micromoles/0.4 ml of 5% DMSO) and 0.6 ml of phosphate buffer solution (pH 7.4), and the resulting mixture was subjected to incubation at 37° C. for 30 min, after which 1.5 ml of a hydroxylamine solution (a mixture of equal amounts of 2 M NH2OH hydrochloride and 3.5 M NaOH) was added thereto. The resulting mixture was allowed to stand at room temperature for 15 min. Thereto were added 1 ml of 18... Starting materials: C(C)OC=1C=C(C=CC1OCC)C(C(=O)O)=C (3,4-diethoxyphenylacrylic acid), BrCCCCCCCCCCCO (11-bromo-1-undecanol), C1(=CC=CC=C1)C.C(C)(=O)OCC (toluene ethyl acetate). Product: C(C)OC=1C=C(C=CC1OCC)/C=C/C(=O)OCCCCCCCCCCCO (11-hydroxyundecyl 3(E)-(3,4-diethoxyphenyl)acrylate). RXN SMILES: [CH2:1]([O:3][C:4]1[CH:5]=[C:6]([C:13](=[CH2:17])C(O)=O)[CH:7]=[CH:8][C:9]=1[O:10][CH2:11][CH3:12])[CH3:2].Br[CH2:19][CH2:20][CH2:21][CH2:22][CH2:23][CH2:24][CH2:25][CH2:26][CH2:27][CH2:28][CH2:29][OH:30].C1(C)C=CC=CC=1.[C:38]([O:41]CC)(=[O:40])C>>[CH2:1]([O:3][C:4]1[CH:5]=[C:6](/[CH:13]=[CH:17]/[C:38]([O:41][CH2:19][CH2:20][CH2:21][CH2:22][CH2:23][CH2:24][CH2:25][CH2:26][CH2:27][CH2:28][CH2:29][OH:30])=[O:40])[CH:7]=[CH:8][C:9]=1[O:10][CH2:11][CH3:12])[CH3:2] |f:2.3|. Reported procedure: The preparation is carried out analogously to Example 1 from 0.94 g (4.00 mmol) of 3(E)-(3,4-diethoxyphenylacrylic acid and 1.10 g (4.40 mmol) of 11-bromo-1-undecanol and, after chromatography over silica gel using toluene/ethyl acetate, gives 11-hydroxyundecyl 3(E)-(3,4-diethoxyphenyl)acrylate. Yield: 32.0%. Reaction SMILES: FC(F)(F)[S:3]([O-:6])(=[O:5])=[O:4].[C:9]([O:13][C:14](=[O:55])[C:15]([O:18]/[N:19]=[C:20](/[C:42]1[N:43]=[C:44]([NH:47][C:48]([O:50][C:51]([CH3:54])([CH3:53])[CH3:52])=[O:49])[S:45][CH:46]=1)\[C:21]([NH:23][C@@H:24]1[C:27](=[O:28])[NH:26][C@@H:25]1[CH2:29][N:30]1[CH:34]=[C:33]([C:35]2[CH:40]=[CH:39][N+:38]([CH3:41])=[CH:37][CH:36]=2)[N:32]=[N:31]1)=[O:22])([CH3:17])[CH3:16])([CH3:12])([CH3:11])[CH3:10]>CN(C=O)C>[C:9]([O:13][C:14](=[O:55])[C:15]([O:18]/[N:19]=[C:20](/[C:42]1[N:43]=[C:44]([NH:47][C:48]([O:50][C:51]([CH3:54])([CH3:53])[CH3:52])=[O:49])[S:45][CH:46]=1)\[C:21]([NH:23][C@@H:24]1[C:27](=[O:28])[N:26]([S:3]([O-:6])(=[O:5])=[O:4])[C@@H:25]1[CH2:29][N:30]1[CH:34]=[C:33]([C:35]2[CH:36]=[CH:37][N+:38]([CH3:41])=[CH:39][CH:40]=2)[N:32]=[N:31]1)=[O:22])([CH3:16])[CH3:17])([CH3:10])([CH3:11])[CH3:12] |f:0.1|. Procedure details: 4-(1-(((2R,3S)-3-((Z)-2-(((1-(tert-butoxy)-2-methyl-1-oxopropan-2-yl)oxy)imino)-2-(2-((tert-butoxycarbonyl)amino)thiazol-4-yl)acetamido)-4-oxoazetidin-2-yl)methyl)-1H-1,2,3-triazol-4-yl)-1-methylpyridin-1-ium trifluoromethanesulfonate (70 mg, 0.10 mmol) in DMF (1 mL) was treated with SO3.DMF (80 mg, 0.52 mmol). The reaction mixture was stirred at rt for 16 h then concentrated in vacuo and purified by HP21 resin (ACN-water, 10-100%), affording the title compound (24 mg, 31%) as a beige solid. LCM... Product: C(C)(C)(C)OC(C(C)(C)O\N=C(/C(=O)N[C@H]1[C@H](N(C1=O)S(=O)(=O)[O-])CN1N=NC(=C1)C1=CC=[N+](C=C1)C)\C=1N=C(SC1)NC(=O)OC(C)(C)C)=O ((2R,3S)-3-((Z)-2-(((1-(tert-butoxy)-2-methyl-1-oxopropan-2-yl)oxy)imino)-2-(2-((tert-butoxycarbonyl)amino)thiazol-4-yl)acetamido)-2-((4-(1-methylpyridin-1-ium-4-yl)-1H-1,2,3-triazol-1-yl)methyl)-4-oxoazetidine-1-sulfonate). The reactants are FC(S(=O)(=O)[O-])(F)F.C(C)(C)(C)OC(C(C)(C)O\N=C(/C(=O)N[C@H]1[C@H](NC1=O)CN1N=NC(=C1)C1=CC=[N+](C=C1)C)\C=1N=C(SC1)NC(=O)OC(C)(C)C)=O (4-(1-(((2R,3S)-3-((Z)-2-(((1-(tert-butoxy)-2-methyl-1-oxopropan-2-yl)oxy)imino)-2-(2-((tert-butoxycarbonyl)amino)thiazol-4-yl)acetamido)-4-oxoazetidin-2-yl)methyl)-1H-1,2,3-triazol-4-yl)-1-methylpyridin-1-ium trifluoromethanesulfonate). Reaction conditions: time 16 hour. Solvent: CN(C)C=O (DMF), CN(C)C=O (DMF). Reaction conditions: time 1 hour. The product is C(C)(C)(C)OC([C@H]1N(CCC1)C([C@@H](N)C(C)C)=O)=O (L-valyl-L-proline t-butyl ester). Run in C(C)O (ethanol). As a reaction SMILES: [C:1]([O:5][C:6](=[O:29])[C@@H:7]1[CH2:11][CH2:10][CH2:9][N:8]1[C:12](=[O:28])[C@H:13]([CH:25]([CH3:27])[CH3:26])[NH:14]C(OCC1C=CC=CC=1)=O)([CH3:4])([CH3:3])[CH3:2]>C(O)C>[C:1]([O:5][C:6](=[O:29])[C@@H:7]1[CH2:11][CH2:10][CH2:9][N:8]1[C:12](=[O:28])[C@H:13]([CH:25]([CH3:26])[CH3:27])[NH2:14])([CH3:3])([CH3:2])[CH3:4]. Starting materials: C(C)(C)(C)OC([C@H]1N(CCC1)C([C@@H](NC(=O)OCC1=CC=CC=C1)C(C)C)=O)=O (benzyloxycarbonyl-L-valyl-L-proline t-butyl ester). Isolated yield 92.7%. Reported procedure: A solution of benzyloxycarbonyl-L-valyl-L-proline t-butyl ester (51.8 g) dissolved in absolute ethanol (1 liter) was placed in a 2 liter hydrogenation bottle. The reaction mixture was purged with nitrogen, and 10% (w/w) palladium on carbon catalyst (10 g, 50% (w/w) water wet) was added. The reaction was placed on a large shaker apparatus and shaken at room temperature under a hydrogen atmosphere (3.4 bar). After 1 h, hydrogen uptake ceased. The reaction mixture was checked by TLC [chloroform:eth... The reactants are [N+](=O)([O-])C1=CC=C(C=C1)C(C(=O)OCC)=O (ethyl p-nitrophenylglyoxylate). The reagents and catalysts are [Pd] (palladium-on-carbon). Run in C(C)O (ethanol). The product is NC1=CC=C(C=C1)C(C(=O)OCC)=O (ethyl p-aminophenylglyoxylate). RXN SMILES: [N+:1]([C:4]1[CH:9]=[CH:8][C:7]([C:10](=[O:16])[C:11]([O:13][CH2:14][CH3:15])=[O:12])=[CH:6][CH:5]=1)([O-])=O>[Pd].C(O)C>[NH2:1][C:4]1[CH:5]=[CH:6][C:7]([C:10](=[O:16])[C:11]([O:13][CH2:14][CH3:15])=[O:12])=[CH:8][CH:9]=1. Procedure details: A solution of 10 g. of ethyl p-nitrophenylglyoxylate in 10.0 ml. of ethanol is hydrogenated at room temperature and atmospheric pressure with 10% palladium-on-carbon catalyst until the starting material has disappeared by thin-layer chromatographic analysis. The system is purged with nitrogen, the reaction mixture is filtered through a celite pad and the solvent is evaporated. Recrystallization of the residue provides ethyl p-aminophenylglyoxylate. Starting materials: CC1(OCCO1)C1=CC=C(O1)CN1N=CC(=N1)N (2-[5-(2-methyl-[1,3]dioxolan-2-yl)-furan-2-ylmethyl]-2H-[1,2,3]triazol-4-ylamine), C(C)(C)C=1OC(=C(N1)C(=O)O)C1=CC=CC=C1 (2-isopropyl-5-phenyl-oxazole-4-carboxylic acid). Product: C(C)(=O)C1=CC=C(O1)CN1N=CC(=N1)NC(=O)C=1N=C(OC1C1=CC=CC=C1)C(C)C (2-Isopropyl-5-phenyl-oxazole-4-carboxylic acid [2-(5-acetyl-furan-2-ylmethyl)-2H-[1,2,3]triazol-4-yl]-amide). Reaction SMILES: [CH3:1][C:2]1([C:7]2[O:11][C:10]([CH2:12][N:13]3[N:17]=[C:16]([NH2:18])[CH:15]=[N:14]3)=[CH:9][CH:8]=2)[O:6]CCO1.[CH:19]([C:22]1[O:23][C:24]([C:30]2[CH:35]=[CH:34][CH:33]=[CH:32][CH:31]=2)=[C:25]([C:27](O)=[O:28])[N:26]=1)([CH3:21])[CH3:20]>>[C:2]([C:7]1[O:11][C:10]([CH2:12][N:13]2[N:17]=[C:16]([NH:18][C:27]([C:25]3[N:26]=[C:22]([CH:19]([CH3:21])[CH3:20])[O:23][C:24]=3[C:30]3[CH:31]=[CH:32][CH:33]=[CH:34][CH:35]=3)=[O:28])[CH:15]=[N:14]2)=[CH:9][CH:8]=1)(=[O:6])[CH3:1]. Reported procedure: Following general procedure A followed by B, starting from 2-[5-(2-methyl-[1,3]dioxolan-2-yl)-furan-2-ylmethyl]-2H-[1,2,3]triazol-4-ylamine and 2-isopropyl-5-phenyl-oxazole-4-carboxylic acid. Reactants: CO, Cl, CCCCCNc1nc(N)nc(C)c1Cc1cc(CC(=O)O)ccc1OC, C1COCCO1. The product is CCCCCNc1nc(N)nc(C)c1Cc1cc(CC(=O)OC)ccc1OC. As a reaction SMILES: [CH3:28][OH:29].[ClH:30].[NH2:1][c:2]1[n:3][c:4]([NH:22][CH2:23][CH2:24][CH2:25][CH2:26][CH3:27])[c:5]([CH2:9][c:10]2[cH:11][c:12]([CH2:18][C:19](=[O:20])[OH:21])[cH:13][cH:14][c:15]2[O:16][CH3:17])[c:6]([CH3:8])[n:7]1.[O:31]1[CH2:32][CH2:33][O:34][CH2:35][CH2:36]1>>[NH2:1][c:2]1[n:3][c:4]([NH:22][CH2:23][CH2:24][CH2:25][CH2:26][CH3:27])[c:5]([CH2:9][c:10]2[cH:11][c:12]([CH2:18][C:19](=[O:20])[O:21][CH3:28])[cH:13][cH:14][c:15]2[O:16][CH3:17])[c:6]([CH3:8])[n:7]1. Reactants: FC=1C=C(C=O)C=CC1F (3,4-difluorobenzaldehyde), FC(C=1C=C(C=NC1)O)(F)F (5-(trifluoromethyl)pyridin-3-ol). Product: FC=1C=C(C=O)C=CC1OC=1C=NC=C(C1)C(F)(F)F (3-fluoro-4-((5-(trifluoromethyl)pyridin-3-yl)oxy)benzaldehyde). RXN SMILES: [F:1][C:2]1[CH:3]=[C:4]([CH:7]=[CH:8][C:9]=1F)[CH:5]=[O:6].[F:11][C:12]([F:21])([F:20])[C:13]1[CH:14]=[C:15]([OH:19])[CH:16]=[N:17][CH:18]=1>>[F:1][C:2]1[CH:3]=[C:4]([CH:7]=[CH:8][C:9]=1[O:19][C:15]1[CH:16]=[N:17][CH:18]=[C:13]([C:12]([F:21])([F:11])[F:20])[CH:14]=1)[CH:5]=[O:6]. Reported procedure: The title compound was prepared by a procedure similar to that described for D30 starting from 3,4-difluorobenzaldehyde and 5-(trifluoromethyl)pyridin-3-ol. Reactants: O=C([O-])O, CCCCCCCCCCCCCCCCOc1ccc(OCC(=O)Cl)cc1, ClCCl, ClC(Cl)Cl, NCCc1ccccn1, [Na+], c1ccncc1. The product is CCCCCCCCCCCCCCCCOc1ccc(OCC(=O)NCCc2ccccn2)cc1. Reaction SMILES: [C:44](=[O:45])([OH:46])[O-:47].[CH2:1]([CH2:2][CH2:3][CH2:4][CH2:5][CH2:6][CH2:7][CH2:8][CH2:9][CH2:10][CH2:11][CH2:12][CH2:13][CH2:14][CH2:15][CH3:16])[O:17][c:18]1[cH:19][cH:20][c:21]([O:22][CH2:23][C:24](=[O:25])[Cl:26])[cH:27][cH:28]1.[CH2:49]([Cl:50])[Cl:51].[CH:52]([Cl:53])([Cl:54])[Cl:55].[NH2:29][CH2:30][CH2:31][c:32]1[n:33][cH:34][cH:35][cH:36][cH:37]1.[Na+:48].[cH:38]1[cH:39][cH:40][n:41][cH:42][cH:43]1>>[CH2:1]([CH2:2][CH2:3][CH2:4][CH2:5][CH2:6][CH2:7][CH2:8][CH2:9][CH2:10][CH2:11][CH2:12][CH2:13][CH2:14][CH2:15][CH3:16])[O:17][c:18]1[cH:19][cH:20][c:21]([O:22][CH2:23][C:24](=[O:25])[NH:29][CH2:30][CH2:31][c:32]2[n:33][cH:34][cH:35][cH:36][cH:37]2)[cH:27][cH:28]1.